From a dataset of the Open Reaction Database (ORD), a public repository of structured organic reaction records. describe an organic reaction: reactants, conditions, products, and yield The reactants are N1=CC(=CC=C1)N1C(NCC1)=O (1-(3-pyridyl)-2-imidazolidinone), BrCCCCCCOC1=C(C=C(C=C1Cl)C)Cl (2-[(6-Bromohexyl)oxy]-1,3-dichloro-5-methylbenzene), [H-].[Na+] (NaH). The solvent is CN(C=O)C (dimethylformamide). Run at time 30 minute. Product: ClC1=C(OCCCCCCN2C(N(CC2)C=2C=NC=CC2)=O)C(=CC(=C1)C)Cl (1-[6-(2,6-dichloro-4-methylphenoxy)hexyl]-3-(3-pyridyl)-2-imidazolidinone), solid. The yield is 90.0%. As a reaction SMILES: [N:1]1[CH:6]=[CH:5][CH:4]=[C:3]([N:7]2[CH2:11][CH2:10][NH:9][C:8]2=[O:12])[CH:2]=1.[H-].[Na+].Br[CH2:16][CH2:17][CH2:18][CH2:19][CH2:20][CH2:21][O:22][C:23]1[C:28]([Cl:29])=[CH:27][C:26]([CH3:30])=[CH:25][C:24]=1[Cl:31]>CN(C)C=O>[Cl:29][C:28]1[CH:27]=[C:26]([CH3:30])[CH:25]=[C:24]([Cl:31])[C:23]=1[O:22][CH2:21][CH2:20][CH2:19][CH2:18][CH2:17][CH2:16][N:9]1[CH2:10][CH2:11][N:7]([C:3]2[CH:2]=[N:1][CH:6]=[CH:5][CH:4]=2)[C:8]1=[O:12] |f:1.2|. Procedure: To a solution of 1-(3-pyridyl)-2-imidazolidinone (0.10 g, 0.63 mmol) dissolved in 10 mL dimethylformamide cooled in an ice bath was added NaH (60% dispersion in mineral oil, 38.2 mg, 0.96 mmol). The mixture was stirred at room temperature for 30 minutes and then cooled in ice bath. 2-[(6-Bromohexyl)oxy]-1,3-dichloro-5-methylbenzene (0.22 g, 0.64 mmol) was added, and the mixture was stirred at room temperature for additional 4 hours. The reaction was quenched with MeOH, and the solvents were pump... Reactants: II (Iodine), O[PH2]=O (H3PO2), aqueous solution, ClC=1C=CC=2N(N1)C(=CN2)C(O)C=2C=C1C=CC=NC1=CC2F ((rac)-(6-chloro-imidazo[1,2-b]pyridazin-3-yl)-(7-fluoro-quinolin-6-yl)methanol). Solvent: C(C)(=O)O (acetic acid). Conditions: temperature 110 celsius, time 18 hour. The product is ClC=1C=CC=2N(N1)C(=CN2)CC=2C=C1C=CC=NC1=CC2F (6-(6-Chloro-imidazo[1,2-b]pyridazin-3-ylmethyl)-7-fluoro-quinoline). RXN SMILES: II.O[PH2]=O.[Cl:6][C:7]1[CH:8]=[CH:9][C:10]2[N:11]([C:13]([CH:16]([C:18]3[CH:19]=[C:20]4[C:25](=[CH:26][C:27]=3[F:28])[N:24]=[CH:23][CH:22]=[CH:21]4)O)=[CH:14][N:15]=2)[N:12]=1>C(O)(=O)C>[Cl:6][C:7]1[CH:8]=[CH:9][C:10]2[N:11]([C:13]([CH2:16][C:18]3[CH:19]=[C:20]4[C:25](=[CH:26][C:27]=3[F:28])[N:24]=[CH:23][CH:22]=[CH:21]4)=[CH:14][N:15]=2)[N:12]=1. Procedure: Iodine (3.09 g, 12.17 mmol) and H3PO2 (1.673 mL of a 50% aqueous solution, 30.4 mmol) are added to a solution of (rac)-(6-chloro-imidazo[1,2-b]pyridazin-3-yl)-(7-fluoro-quinolin-6-yl)methanol (Stage 174.3, 2 g, 6.08 mmol) in acetic acid (20 mL). The RM was heated under stirring at 110° C. for 18 h. The RM was then evaporated and taken into DCM and washed with NaHCO3 sol., and extracted with DCM/NaHCO3 sol. The combined organic layer were dried and concentrated. The residue was stirred in acetone... Starting materials: FC1=C(C=C(C=C1)I)[N+](=O)[O-] (4-Fluoro-1-iodo-3-nitrobenzene), N1=CN=CC(=C1)C=1C=C(N)C=CC1 (3-(5-Pyrimidyl)aniline). Yields the product N1=CN=CC(=C1)C=1C=C(C=CC1)NC1=C(C=C(C=C1)I)[N+](=O)[O-] (N-(3-(5-Pyrimidyl)phenyl)-4-iodo-2-nitroaniline). Yield: 79.0%. As a reaction SMILES: F[C:2]1[CH:7]=[CH:6][C:5]([I:8])=[CH:4][C:3]=1[N+:9]([O-:11])=[O:10].[N:12]1[CH:17]=[C:16]([C:18]2[CH:19]=[C:20]([CH:22]=[CH:23][CH:24]=2)[NH2:21])[CH:15]=[N:14][CH:13]=1>>[N:12]1[CH:17]=[C:16]([C:18]2[CH:19]=[C:20]([NH:21][C:2]3[CH:7]=[CH:6][C:5]([I:8])=[CH:4][C:3]=3[N+:9]([O-:11])=[O:10])[CH:22]=[CH:23][CH:24]=2)[CH:15]=[N:14][CH:13]=1. Procedure details: N-(3-(5-Pyrimidyl)phenyl)-4-iodo-2-nitroaniline (6b) was prepared analogously from 1c (Example 1) and 2b (Example 2). Yield 79%. Mp 214-217° C. The reactants are O=P(Cl)(Cl)Cl, O=C(OCCOCCN1CCN(C(=O)Nc2ccccc2Sc2ccccc2)CC1)c1ccccc1. The product is O=C(OCCOCCN1CCN(C2=Nc3ccccc3Sc3ccccc32)CC1)c1ccccc1. RXN SMILES: [P:37]([Cl:38])([Cl:39])([Cl:40])=[O:41].[c:1]1([S:7][c:8]2[c:9]([NH:14][C:15](=[O:16])[N:17]3[CH2:18][CH2:19][N:20]([CH2:23][CH2:24][O:25][CH2:26][CH2:27][O:28][C:29]([c:30]4[cH:31][cH:32][cH:33][cH:34][cH:35]4)=[O:36])[CH2:21][CH2:22]3)[cH:10][cH:11][cH:12][cH:13]2)[cH:2][cH:3][cH:4][cH:5][cH:6]1>>[c:1]12[cH:2][cH:3][cH:4][cH:5][c:6]1[C:15]([N:17]1[CH2:18][CH2:19][N:20]([CH2:23][CH2:24][O:25][CH2:26][CH2:27][O:28][C:29]([c:30]3[cH:31][cH:32][cH:33][cH:34][cH:35]3)=[O:36])[CH2:21][CH2:22]1)=[N:14][c:9]1[c:8]([cH:13][cH:12][cH:11][cH:10]1)[S:7]2. Starting materials: CO (MeOH), C(C)(C)N(O)CC1=CC=C(C=C1)C(=O)OC (N-isopropyl-N-(4-carbomethoxybenzyl)-hydroxylamine), [OH-].[Na+] (NaOH). Run in O (water). Run at time 18 hour. The product is C(C)(C)N(O)CC1=CC=C(C=C1)C(=O)O (N-isopropyl-N-(4-carboxybenzyl)hydroxylamine). Isolated yield 83.6%. Reaction SMILES: CO.[CH:3]([N:6]([CH2:8][C:9]1[CH:14]=[CH:13][C:12]([C:15]([O:17]C)=[O:16])=[CH:11][CH:10]=1)[OH:7])([CH3:5])[CH3:4].[OH-].[Na+]>O>[CH:3]([N:6]([CH2:8][C:9]1[CH:14]=[CH:13][C:12]([C:15]([OH:17])=[O:16])=[CH:11][CH:10]=1)[OH:7])([CH3:5])[CH3:4] |f:2.3|. Reported procedure: A MeOH solution (75 mL) of N-isopropyl-N-(4-carbomethoxybenzyl)-hydroxylamine (13.2 g, 59.1 mmol) was heated to 60° C. and treated with NaOH (2.46 g, 61.5 mol) in water 50 (mL). The reaction was allowed to stir for 18 h under argon and was then filtered, concentrated to remove most of the MeOH, diluted with water (100 mL), an acidified to pH-4.5 with conc H2SO4. The white solid was stirred at ambient temperature for 3 h, isolated by filtration, washed with copious amounts of water and then dried... Reactants: CN1C(=NC=2C=NC=CC21)COC2=CC=C(CC1C(N(C(S1)=O)C(C1=CC=CC=C1)(C1=CC=CC=C1)C1=CC=CC=C1)=O)C=C2 (5-{4-(1-methylimidazo[4,5-c]pyridin-2-ylmethoxy)benzyl}-3-triphenylmethylthiazolidine-2,4-dione), C(C)(=O)O (acetic acid). Run in O (water). Product: CN1C(=NC=2C=NC=CC21)COC2=CC=C(CC1C(NC(S1)=O)=O)C=C2 (5-{4-(1-Methylimidazo[4,5-c]pyridin-2-ylmethoxy)-benzyl}thiazolidine-2,4-dione). Reaction SMILES: [CH3:1][N:2]1[C:10]2[CH:9]=[CH:8][N:7]=[CH:6][C:5]=2[N:4]=[C:3]1[CH2:11][O:12][C:13]1[CH:45]=[CH:44][C:16]([CH2:17][CH:18]2[S:22][C:21](=[O:23])[N:20](C(C3C=CC=CC=3)(C3C=CC=CC=3)C3C=CC=CC=3)[C:19]2=[O:43])=[CH:15][CH:14]=1.C(O)(=O)C>O>[CH3:1][N:2]1[C:10]2[CH:9]=[CH:8][N:7]=[CH:6][C:5]=2[N:4]=[C:3]1[CH2:11][O:12][C:13]1[CH:14]=[CH:15][C:16]([CH2:17][CH:18]2[S:22][C:21](=[O:23])[NH:20][C:19]2=[O:43])=[CH:44][CH:45]=1. Procedure: A procedure similar to that described in Example 12 was repeated, except that 3.40 g of 5-{4-(1-methylimidazo[4,5-c]pyridin-2-ylmethoxy)benzyl}-3-triphenylmethylthiazolidine-2,4-dione (prepared as described in Preparation 74) and 24 ml of a 3:1 by volume mixture of acetic acid and water were used, to give the title compound as a crude product. This crude product was crystallized by trituration with ethyl acetate, to give 1.01 g of the title compound, melting at 264°-265° C. Starting materials: C1(=CC=CC=C1)CC=O (phenylacetaldehyde), CSC (dimethyl sulfide). Yields the product C1(=CC=CC=C1)CC1C(O1)C1=CC=CC=C1 (1,3-Diphenyl-2,3-epoxypropane). The yield is 80.0%. RXN SMILES: [C:1]1([CH2:7][CH:8]=[O:9])[CH:6]=[CH:5][CH:4]=[CH:3][CH:2]=1.CSC>>[C:1]1([CH2:7][CH:8]2[O:9][CH:7]2[C:1]2[CH:6]=[CH:5][CH:4]=[CH:3][CH:2]=2)[CH:6]=[CH:5][CH:4]=[CH:3][CH:2]=1. Procedure: Using the method of Example 36 with phenylacetaldehyde but using (1 mmol) of dimethyl sulfide gave the title compound in 80% yield as a clear oil. δH (CDCl3, 250 MHz): 7.3-7.1 (10H,m), 3.55 (1H,d,J=2.0 Hz), 3.05 (1H, dt,J=6.0 Hz,J=2.0 Hz), 2.80 (2H,d,J=6.0 Hz)ppm.